This data is from the Open Reaction Database (ORD), a public repository of structured organic reaction records. The task is: describe an organic reaction: reactants, conditions, products, and yield Starting materials: BrC1=CC=C2C=CNC2=C1 (6-bromo-1H-indole), IC1=CC=C(C=C1)OCC (4-iodophenetole), C([O-])([O-])=O.[K+].[K+] (potassium carbonate), N1[C@H](C(=O)O)CCC1 (L-proline). The reagents and catalysts are [Cu]I (copper(I) iodide). Run in O (water), CS(=O)C (dimethyl sulfoxide). The product is BrC1=CC=C2C=CN(C2=C1)C1=CC=C(C=C1)OCC (6-bromo-1-(4-ethoxyphenyl)-1H-indole). Yield: 56.4%. As a reaction SMILES: [Br:1][C:2]1[CH:10]=[C:9]2[C:5]([CH:6]=[CH:7][NH:8]2)=[CH:4][CH:3]=1.I[C:12]1[CH:17]=[CH:16][C:15]([O:18][CH2:19][CH3:20])=[CH:14][CH:13]=1.C(=O)([O-])[O-].[K+].[K+].N1CCC[C@H]1C(O)=O>CS(C)=O.[Cu]I.O>[Br:1][C:2]1[CH:10]=[C:9]2[C:5]([CH:6]=[CH:7][N:8]2[C:12]2[CH:17]=[CH:16][C:15]([O:18][CH2:19][CH3:20])=[CH:14][CH:13]=2)=[CH:4][CH:3]=1 |f:2.3.4|. Procedure details: A solution of 1.0 g (5 mmol) of 6-bromo-1H-indole, 1.06 g (4.15 mmol) of 4-iodophenetole, 1.45 g of potassium carbonate, 38.1 mg of copper(I) iodide and 42 mg of L-proline in 15 ml of dimethyl sulfoxide is heated at 120° C. for 15 hours. The reaction mixture is then cooled to room temperature, 30 ml of water are added, and the mixture is extracted three times with 20 ml of ethyl acetate each time. After the combined organic phases have been dried over sodium sulfate, the solvent is stripped off ...